From a dataset of the Open Reaction Database (ORD), a public repository of structured organic reaction records. describe an organic reaction: reactants, conditions, products, and yield The reactants are C(N)(=O)C1=C(C=C(OCCCNCC2=CC=CC=C2)C=C1)O (N-[3-(4-carbamoyl-3-hydroxy-phenoxy)propyl]-benzylamine), C1(=CC=CC=C1)C1CO1 (phenylethylene oxide). Yields the product C(N)(=O)C1=C(C=C(OCCCN(CC(C2=CC=CC=C2)O)CC2=CC=CC=C2)C=C1)O (N-[3-(4-carbamoyl-3-hydroxy-phenoxy)-propyl]-N-(2-hydroxy-2-phenyl-ethyl]-benzylamine). Procedure details: A solution of 12.7 g of N-[3-(4-carbamoyl-3-hydroxy-phenoxy)propyl]-benzylamine and 7.6 g of phenylethylene oxide in 80 ml of isopropanol is refluxed for 16 hours. The reaction mixture is evaporated, the residue is partitioned between 100 ml of 6N hydrochloric acid and 100 ml of ether and the aqueous phase is separated off and rendered alkaline with 2N ammonia solution. The N-[3-(4-carbamoyl-3-hydroxy-phenoxy)-propyl]-N-(2-hydroxy-2-phenyl-ethyl]-benzylamine thus obtained is isolated by extracti... Reaction SMILES: [C:1]([C:4]1[CH:21]=[CH:20][C:7]([O:8][CH2:9][CH2:10][CH2:11][NH:12][CH2:13][C:14]2[CH:19]=[CH:18][CH:17]=[CH:16][CH:15]=2)=[CH:6][C:5]=1[OH:22])(=[O:3])[NH2:2].[C:23]1([CH:29]2[O:31][CH2:30]2)[CH:28]=[CH:27][CH:26]=[CH:25][CH:24]=1>C(O)(C)C>[C:1]([C:4]1[CH:21]=[CH:20][C:7]([O:8][CH2:9][CH2:10][CH2:11][N:12]([CH2:13][C:14]2[CH:15]=[CH:16][CH:17]=[CH:18][CH:19]=2)[CH2:30][CH:29]([OH:31])[C:23]2[CH:28]=[CH:27][CH:26]=[CH:25][CH:24]=2)=[CH:6][C:5]=1[OH:22])(=[O:3])[NH2:2]. The solvent is C(C)(C)O (isopropanol). The reactants are NC=1SC2=C(N1)C=CC(=C2)F (2-Amino-6-fluorobenzothiazole), C(C)(=O)O (acetic acid). Run in [OH-].[Na+] (NaOH). Reaction conditions: temperature 120 celsius, time 2 hour. Yields the product NC1=C(C=C(C=C1)F)S (2-amino-5-fluorothiophenol). Isolated yield 129.3%. Reaction SMILES: NC1[S:3][C:4]2[CH:10]=[C:9]([F:11])[CH:8]=[CH:7][C:5]=2[N:6]=1.C(O)(=O)C>[OH-].[Na+]>[NH2:6][C:5]1[CH:7]=[CH:8][C:9]([F:11])=[CH:10][C:4]=1[SH:3] |f:2.3|. Procedure details: 2-Amino-6-fluorobenzothiazole (5.0 g, 29.7 mmol) was stirred in 10N NaOH (120 mL) and heated to 120° C. After 2 hours the mixture was allowed to cool and treated with acetic acid (˜70 mL) to adjust the pH of the mixture to 4.0. The resulting precipitate was collected and washed with 3 volumes (30 mL) of water and dried in vacuo to give 5.5 g of 2-amino-5-fluorothiophenol suitable for use in the subsequent step. The reactants are CCc1cc(C=O)cc(C)c1O, CS(C)=O, [O-][Cl+][O-], Cl, [Na+], O. Product: CCc1cc(C(=O)O)cc(C)c1O. RXN SMILES: [CH2:1]([CH3:2])[c:3]1[cH:4][c:5]([CH:6]=[O:7])[cH:8][c:9]([CH3:12])[c:10]1[OH:11].[CH3:18][S:19]([CH3:20])=[O:21].[Cl+:13]([O-:14])[O-:15].[ClH:17].[Na+:16].[OH2:22]>>[CH2:1]([CH3:2])[c:3]1[cH:4][c:5]([C:6](=[O:7])[OH:14])[cH:8][c:9]([CH3:12])[c:10]1[OH:11]. The reactants are ClC1=CC(=C(C(=O)O)C=C1C=1C=NC(=CC1C#N)C(F)(F)F)OC (4-chloro-5-(4-cyano-6-trifluoromethyl-pyridin-3-yl)-2-methoxy-benzoic acid), C(C(=O)Cl)(=O)Cl (oxalyl chloride). Reagents/catalysts: CN(C)C=O (DMF). Solvent: ClCCl (dichloromethane). Reaction conditions: time 2 hour. The product is ClC1=CC(=C(C(=O)Cl)C=C1C=1C=NC(=CC1)C(F)(F)F)OC (4-chloro-2-methoxy-5-(6-trifluoromethyl-pyridin-3-yl)-benzoyl chloride). As a reaction SMILES: [Cl:1][C:2]1[C:10]([C:11]2[CH:12]=[N:13][C:14]([C:19]([F:22])([F:21])[F:20])=[CH:15][C:16]=2C#N)=[CH:9][C:5]([C:6](O)=[O:7])=[C:4]([O:23][CH3:24])[CH:3]=1.C(Cl)(=O)C([Cl:28])=O>CN(C=O)C.ClCCl>[Cl:1][C:2]1[C:10]([C:11]2[CH:12]=[N:13][C:14]([C:19]([F:22])([F:21])[F:20])=[CH:15][CH:16]=2)=[CH:9][C:5]([C:6]([Cl:28])=[O:7])=[C:4]([O:23][CH3:24])[CH:3]=1. Reported procedure: To a stirring dichloromethane solution (5 mL) containing 4-chloro-5-(4-cyano-6-trifluoromethyl-pyridin-3-yl)-2-methoxy-benzoic acid (Step 38C or 38C.1, 436 mg, 1.2 mmol), was added 2 drops of DMF and then oxalyl chloride (128 μL, 1.5 mmol) under N2. The mixture was stirred at rt for 2 hrs and concentrated to yield 4-chloro-2-methoxy-5-(6-trifluoromethyl-pyridin-3-yl)-benzoyl chloride as a solid, which was used in the next step without further purification. Reactants: OC1=NC=C(C=C1[N+](=O)[O-])CC1CCCCC1 (2-hydroxy-3-nitro-5-cyclohexylmethylpyridine), OC1=NC=C(C=C1[N+](=O)[O-])CC1CCCCC1 (2-hydroxy-3-nitro-5-cyclohexylmethylpyridine), P(=O)(Cl)(Cl)Cl (phosphorous oxychloride), ice water, C(O)([O-])=O.[Na+] (sodium hydrogencarbonate). Run at temperature 120 celsius. Yields the product ClC1=NC=C(C=C1[N+](=O)[O-])CC1CCCCC1 (2-Chloro-3-nitro-5-cyclohexylmethylpyridine). RXN SMILES: O[C:2]1[C:7]([N+:8]([O-:10])=[O:9])=[CH:6][C:5]([CH2:11][CH:12]2[CH2:17][CH2:16][CH2:15][CH2:14][CH2:13]2)=[CH:4][N:3]=1.P(Cl)(Cl)([Cl:20])=O.C(=O)([O-])O.[Na+]>>[Cl:20][C:2]1[C:7]([N+:8]([O-:10])=[O:9])=[CH:6][C:5]([CH2:11][CH:12]2[CH2:17][CH2:16][CH2:15][CH2:14][CH2:13]2)=[CH:4][N:3]=1 |f:2.3|. Procedure details: A mixture of 1.8 g of 2-hydroxy-3-nitro-5-cyclohexylmethylpyridine (starting material E4) and 13 ml of phosphorous oxychloride is heated under reflux to 120° C. for two hours. After cooling the mixture is carefully added to ice/water, then neutralized with sodium hydrogencarbonate and extracted three times with ethyl acetate. The combined organic phases are evaporated to dryness and the residue is chromatographed on a silica gel column (ethylacetate/petroleum ether 1:15). Concentration of the ch...